From a dataset of the Open Reaction Database (ORD), a public repository of structured organic reaction records. describe an organic reaction: reactants, conditions, products, and yield Reactants: COC1=CC=C(CNCCNC(=O)C=2SC=CC2NC2=C3C(=NC=C2)NC=C3)C=C1 (3-(1H-Pyrrolo[2,3-b]pyridin-4-ylamino)-thiophene-2-carboxylic acid [2-(4-methoxy-benzylamino)-ethyl]amide), N1C=CC2=CC(=CC=C12)C=O (indole-5-carboxaldehyde). Yields the product N1C=CC2=CC(=CC=C12)CNCCNC(=O)C=1SC=CC1NC1=C2C(=NC=C1)NC=C2 (3-(1H-Pyrrolo[2,3-b]pyridin-4-ylamino)-thiophene-2-carboxylic acid {2-[(1H-indol-5-ylmethyl)-amino]-ethyl}-amide). As a reaction SMILES: CO[C:3]1[CH:30]=[CH:29][C:6]([CH2:7][NH:8][CH2:9][CH2:10][NH:11][C:12]([C:14]2[S:15][CH:16]=[CH:17][C:18]=2[NH:19][C:20]2[CH:25]=[CH:24][N:23]=[C:22]3[NH:26][CH:27]=[CH:28][C:21]=23)=[O:13])=[CH:5][CH:4]=1.[NH:31]1C2C(=CC(C=O)=CC=2)[CH:33]=[CH:32]1>>[NH:31]1[C:3]2[C:30](=[CH:29][C:6]([CH2:7][NH:8][CH2:9][CH2:10][NH:11][C:12]([C:14]3[S:15][CH:16]=[CH:17][C:18]=3[NH:19][C:20]3[CH:25]=[CH:24][N:23]=[C:22]4[NH:26][CH:27]=[CH:28][C:21]=34)=[O:13])=[CH:5][CH:4]=2)[CH:33]=[CH:32]1. Reported procedure: This compound was prepared in an analogous manner as 3-(1H-Pyrrolo[2,3-b]pyridin-4-ylamino)-thiophene-2-carboxylic acid [2-(4-methoxy-benzylamino)-ethyl]amide using indole-5-carboxaldehyde instead of 4-methoxy benzaldehyde. LCMS (ESI) 431 (M+H) 1H NMR (400 MHz, DMSO-d6) δ ppm 11.49 (1H, br. s.) 10.93 (1H, br. s.) 10.27 (1H, s) 7.96-8.06 (1H, m) 7.75 (1H, d, J=5.47 Hz) 7.41-7.51 (1H, m) 7.22-7.31 (1H, m) 7.02 (1H, dd, J=8.30, 1.46 Hz) 6.78 (1H, d, J=5.47 Hz) 6.41 (1H, dd, J=3.51, 1.76 Hz) 6.30 (1... Reactants: O (water), C1(CCCCC1)C1N(CCC2=CC=C(C=C12)O)C(=O)OC(C)(C)C (Tert-butyl 1-cyclohexyl-7-hydroxy-3,4-dihydroisoquinoline-2(1H)-carboxylate), ClCC(=O)C (1-chloroacetone), C([O-])([O-])=O.[K+].[K+] (potassium carbonate). Reagents/catalysts: [I-].C(CCC)[N+](CCCC)(CCCC)CCCC (tetra-n-butylammonium iodide). The solvent is C(C)#N (acetonitrile). Run at temperature 60 celsius, time 16 hour. Yields the product C1(CCCCC1)C1N(CCC2=CC=C(C=C12)OCC(C)=O)C(=O)OC(C)(C)C (tert-butyl 1-cyclohexyl-7-(2-oxopropoxy)-3,4-dihydroisoquinoline-2(1H)-carboxylate). Reaction SMILES: [CH:1]1([CH:7]2[C:16]3[C:11](=[CH:12][CH:13]=[C:14]([OH:17])[CH:15]=3)[CH2:10][CH2:9][N:8]2[C:18]([O:20][C:21]([CH3:24])([CH3:23])[CH3:22])=[O:19])[CH2:6][CH2:5][CH2:4][CH2:3][CH2:2]1.Cl[CH2:26][C:27]([CH3:29])=[O:28].C(=O)([O-])[O-].[K+].[K+].O>C(#N)C.[I-].C([N+](CCCC)(CCCC)CCCC)CCC>[CH:1]1([CH:7]2[C:16]3[C:11](=[CH:12][CH:13]=[C:14]([O:17][CH2:26][C:27](=[O:28])[CH3:29])[CH:15]=3)[CH2:10][CH2:9][N:8]2[C:18]([O:20][C:21]([CH3:24])([CH3:23])[CH3:22])=[O:19])[CH2:2][CH2:3][CH2:4][CH2:5][CH2:6]1 |f:2.3.4,7.8|. Reported procedure: Tert-butyl 1-cyclohexyl-7-hydroxy-3,4-dihydroisoquinoline-2(1H)-carboxylate (700 mg) was dissolved in acetonitrile (12 mL). 1-chloroacetone (0.2 mL), potassium carbonate (438 mg), and tetra-n-butylammonium iodide (78 mg) were added thereto, followed by stirring at 60° C. for 16 hours. Then, water was added to the mixture which was then extracted with EtOAc. The extract was washed with saturated brine, and then dried over magnesium sulfate. The solvent was evaporated and the resulting residue was... Starting materials: [N+](=O)([O-])C=1C=C(C=O)C=CC1 (m-nitrobenzaldehyde), C(CC(=O)C)(=O)OCCN1CCN(CC1)C(C1=CC=CC=C1)C1=CC=CC=C1 (2-(4-benzhydryl-1-piperazinyl)ethyl acetoacetate), N\C(=C/C(=O)OCCOC)\C (2-methoxyethyl 3-aminocrotonate). The solvent is C(C)(C)O (isopropyl alcohol). Yields the product CC=1NC(=C(C(C1C(=O)OCCN1CCN(CC1)C(C1=CC=CC=C1)C1=CC=CC=C1)C1=CC(=CC=C1)[N+](=O)[O-])C(=O)OCCOC)C (2-(4-benzhydryl-1-piperazinyl)ethyl 2-methoxyethyl 2,6-dimethyl-4-(3-nitrophenyl)-1,4-dihydropyridine-3,5-dicarboxylate). The yield is 19.5%. RXN SMILES: [N+:1]([C:4]1[CH:5]=[C:6]([CH:9]=[CH:10][CH:11]=1)[CH:7]=O)([O-:3])=[O:2].[C:12]([O:18][CH2:19][CH2:20][N:21]1[CH2:26][CH2:25][N:24]([CH:27]([C:34]2[CH:39]=[CH:38][CH:37]=[CH:36][CH:35]=2)[C:28]2[CH:33]=[CH:32][CH:31]=[CH:30][CH:29]=2)[CH2:23][CH2:22]1)(=[O:17])[CH2:13][C:14]([CH3:16])=O.[NH2:40]/[C:41](/[CH3:50])=[CH:42]\[C:43]([O:45][CH2:46][CH2:47][O:48][CH3:49])=[O:44]>C(O)(C)C>[CH3:16][C:14]1[NH:40][C:41]([CH3:50])=[C:42]([C:43]([O:45][CH2:46][CH2:47][O:48][CH3:49])=[O:44])[CH:7]([C:6]2[CH:9]=[CH:10][CH:11]=[C:4]([N+:1]([O-:3])=[O:2])[CH:5]=2)[C:13]=1[C:12]([O:18][CH2:19][CH2:20][N:21]1[CH2:22][CH2:23][N:24]([CH:27]([C:34]2[CH:35]=[CH:36][CH:37]=[CH:38][CH:39]=2)[C:28]2[CH:29]=[CH:30][CH:31]=[CH:32][CH:33]=2)[CH2:25][CH2:26]1)=[O:17]. Reported procedure: A mixture of m-nitrobenzaldehyde, 2-(4-benzhydryl-1-piperazinyl)ethyl acetoacetate and 2-methoxyethyl 3-aminocrotonate was worked up in isopropyl alcohol in the same manner as Example 1 to give 2-(4-benzhydryl-1-piperazinyl)ethyl 2-methoxyethyl 2,6-dimethyl-4-(3-nitrophenyl)-1,4-dihydropyridine-3,5-dicarboxylate as a light yellow powder, m.p. 62°-66° C. (sintering). Yield 19.5%. IR(Nujol)cm-1 : 3300, 1685, 1675. NMR(CDCl3) δ: 2.33(6H,s, ##STR39## 2.5(2H,t,J=6,--CH2CH2N>), 3.29(3H, s,OCH3), 3.49(... Starting materials: C1OC=2C=C(C=CC2O1)CCCCC1=CC(=C(C(=C1)OC)OC)OC (1-(3,4-methylenedioxyphenyl)-4-(3,4,5-trimethoxyphenyl)butane), FC(C(=O)O)(F)F (trifluoroacetic acid), ferric perchlorate. Solvent: ClCCl (dichloromethane), C(C)(=O)OCC (ethyl acetate). Reaction conditions: time 20 minute. Product: COC1=C(C(=CC2=C1C1=C(CCCC2)C=C2C(=C1)OCO2)OC)OC (5,6,7,8-tetrahydro-1,2,3-trimethoxy-10,11-methylenedioxydibenzo[a,c]cyclooctene), oil. Isolated yield 12.0%. As a reaction SMILES: [CH2:1]1[O:9][C:8]2[CH:7]=[CH:6][C:5]([CH2:10][CH2:11][CH2:12][CH2:13][C:14]3[CH:19]=[C:18]([O:20][CH3:21])[C:17]([O:22][CH3:23])=[C:16]([O:24][CH3:25])[CH:15]=3)=[CH:4][C:3]=2[O:2]1.FC(F)(F)C(O)=O>ClCCl.C(OCC)(=O)C>[CH3:25][O:24][C:16]1[C:15]2[C:6]3[CH:7]=[C:8]4[O:9][CH2:1][O:2][C:3]4=[CH:4][C:5]=3[CH2:10][CH2:11][CH2:12][CH2:13][C:14]=2[CH:19]=[C:18]([O:20][CH3:21])[C:17]=1[O:22][CH3:23]. Procedure details: In 1 ml of dichloromethane, 73 mg (0.21 mmol) of 1-(3,4-methylenedioxyphenyl)-4-(3,4,5-trimethoxyphenyl)butane were dissolved. The solution was added with 0.1 ml of trifluoroacetic acid and 190 mg (0.41 mmol) of ferric perchlorate, followed by stirring at room temperature for 20 minutes. The reaction mixture was dissolved in 20 ml of ethyl acetate. After the resulting solution was washed with 2N-HCl and then with saturated NaCl, the organic layer was dried over anhydrous magnesium sulfate. The s... Yields the product COC(=O)CCCCC(O)CCO. The reactants are COB([O-])[O-], [BH4-], CO, [Na+], COC(=O)CCCCC(O)CC(=O)OC. As a reaction SMILES: [B:18]([O-:19])([O-:20])[O:21][CH3:22].[BH4-:16].[CH3:23][OH:24].[Na+:17].[OH:1][CH:2]([CH2:3][C:4](=[O:5])[O:6][CH3:7])[CH2:8][CH2:9][CH2:10][CH2:11][C:12](=[O:13])[O:14][CH3:15]>>[OH:1][CH:2]([CH2:3][CH2:4][OH:5])[CH2:8][CH2:9][CH2:10][CH2:11][C:12](=[O:13])[O:14][CH3:15]. Starting materials: [Br-], Cc1ccsc1Br, C1CCOC1, CC[Mg+], CCOC(C)=O, Cl, CC(C)(C)OC(=O)N1CCC(=O)CC1. The product is Cc1ccsc1C1(O)CCN(C(=O)OC(C)(C)C)CC1. RXN SMILES: [Br-:1].[Br:5][c:6]1[s:7][cH:8][cH:9][c:10]1[CH3:11].[CH2:27]1[O:28][CH2:29][CH2:30][CH2:31]1.[CH2:2]([Mg+:3])[CH3:4].[CH3:32][CH2:33][O:34][C:35]([CH3:36])=[O:37].[ClH:26].[O:12]=[C:13]1[CH2:14][CH2:15][N:16]([C:19](=[O:20])[O:21][C:22]([CH3:23])([CH3:24])[CH3:25])[CH2:17][CH2:18]1>>[c:6]1([C:13]2([OH:12])[CH2:14][CH2:15][N:16]([C:19](=[O:20])[O:21][C:22]([CH3:23])([CH3:24])[CH3:25])[CH2:17][CH2:18]2)[s:7][cH:8][cH:9][c:10]1[CH3:11]. The reactants are ClC=1C=C(COC2=CC=C(C=C2)[C@@H]2OC=3C(=CC=4C[C@H](N(CC4C3)[C@@H](CCC)C3=CC=CC=C3)C(=O)O)OC2)C=CC1Cl ((3S,8S)-3-[4-(3,4-dichloro-benzyloxy)-phenyl]-7-((S)-1-phenyl-butyl)-2,3,6,7,8,9-hexahydro-[1,4]dioxino[2,3-g]isoquinoline-8-carboxylic acid), COC([C@H](CC1=CC2=C(O[C@H](CO2)C2=CC=C(C=C2)OCC2=CC(=C(C=C2)Cl)Cl)C=C1)NC(=O)OC(C)(C)C)=O ((S)-2-tert-butoxycarbonylamino-3-{(S)-2-[4-(3,4-dichloro-benzyloxy)-phenyl]-2,3-dihydro-benzo[1,4]dioxin-6-yl}-propionic acid methyl ester), C1(=CC=CC=C1)[C@@H](CCC)O ((R)-1-phenyl-butane-1-ol), ester. Product: COC(=O)[C@H]1N(CC=2C=C3C(=CC2C1)OC[C@@H](O3)C3=CC=C(C=C3)OCC3=CC(=C(C=C3)Cl)Cl)[C@@H](CCC)C3=CC=CC=C3 ((3S,8S)-3-[4-(3,4-Dichloro-benzyloxy)-phenyl]-7-((S)-1-phenyl-butyl)-2,3,6,7,8,9-hexahydro-[1,4]dioxino[2,3-g]isoquinoline-8-carboxylic acid methyl ester). RXN SMILES: [CH3:1][O:2][C:3](=[O:40])[C@@H:4]([NH:32][C:33](OC(C)(C)C)=O)[CH2:5][C:6]1[CH:31]=[CH:30][C:9]2[O:10][C@@H:11]([C:14]3[CH:19]=[CH:18][C:17]([O:20][CH2:21][C:22]4[CH:27]=[CH:26][C:25]([Cl:28])=[C:24]([Cl:29])[CH:23]=4)=[CH:16][CH:15]=3)[CH2:12][O:13][C:8]=2[CH:7]=1.[C:41]1([C@H:47](O)[CH2:48][CH2:49][CH3:50])[CH:46]=[CH:45][CH:44]=[CH:43][CH:42]=1.ClC1C=C(C=CC=1Cl)COC1C=CC([C@H]2COC3=CC4C[C@@H](C(O)=O)N([C@H](C5C=CC=CC=5)CCC)CC=4C=C3O2)=CC=1>>[CH3:1][O:2][C:3]([C@@H:4]1[CH2:5][C:6]2[CH:7]=[C:8]3[O:13][CH2:12][C@H:11]([C:14]4[CH:15]=[CH:16][C:17]([O:20][CH2:21][C:22]5[CH:27]=[CH:26][C:25]([Cl:28])=[C:24]([Cl:29])[CH:23]=5)=[CH:18][CH:19]=4)[O:10][C:9]3=[CH:30][C:31]=2[CH2:33][N:32]1[C@H:47]([C:41]1[CH:46]=[CH:45][CH:44]=[CH:43][CH:42]=1)[CH2:48][CH2:49][CH3:50])=[O:40]. Procedure: (3S,8S)-3-[4-(3,4-Dichloro-benzyloxy)-phenyl]-7-((S)-1-phenyl-butyl)-2,3,6,7,8,9-hexahydro-[1,4]dioxino[2,3-g]isoquinoline-8-carboxylic acid methyl ester was synthesized from (S)-2-tert-butoxycarbonylamino-3-{(S)-2-[4-(3,4-dichloro-benzyloxy)-phenyl]-2,3-dihydro-benzo[1,4]dioxin-6-yl}-propionic acid methyl ester and (R)-1-phenyl-butane-1-ol according to General Procedure AC. This ester was converted to (3S,8S)-3-[4-(3,4-dichloro-benzyloxy)-phenyl]-7-((S)-1-phenyl-butyl)-2,3,6,7,8,9-hexahydro-[1,...